The task is: describe an organic reaction: reactants, conditions, products, and yield. This data is from the Open Reaction Database (ORD), a public repository of structured organic reaction records. Reactants: C(C)OC(=O)C=1C=NN(C1C)C1=CC=C(C=C1)OCCOC(C)(C)C (1-(4-tert-butoxyethoxyphenyl)-5-methyl-1H-pyrazole-4-carboxylic acid ethyl ester), aqueous solution, [OH-].[Na+] (sodium hydroxide). Run in CO (methanol). Conditions: time 8 hour. Product: C(C)(C)(C)OCCOC1=CC=C(C=C1)N1N=CC(=C1C)C(=O)O (1-(4-tert-Butoxyethoxyphenyl)-5-methyl-1H-pyrazole-4-carboxylic acid). The yield is 45.4%. Reaction SMILES: C([O:3][C:4]([C:6]1[CH:7]=[N:8][N:9]([C:12]2[CH:17]=[CH:16][C:15]([O:18][CH2:19][CH2:20][O:21][C:22]([CH3:25])([CH3:24])[CH3:23])=[CH:14][CH:13]=2)[C:10]=1[CH3:11])=[O:5])C.[OH-].[Na+]>CO>[C:22]([O:21][CH2:20][CH2:19][O:18][C:15]1[CH:14]=[CH:13][C:12]([N:9]2[C:10]([CH3:11])=[C:6]([C:4]([OH:5])=[O:3])[CH:7]=[N:8]2)=[CH:17][CH:16]=1)([CH3:25])([CH3:23])[CH3:24] |f:1.2|. Procedure details: To a solution of 1-(4-tert-butoxyethoxyphenyl)-5-methyl-1H-pyrazole-4-carboxylic acid ethyl ester (870 mg) in methanol (30 ml) was added 4 N aqueous solution of sodium hydroxide (10 ml), and stirred at room temperature overnight. After completion of the reaction, the organic solvent was evaporated in vacuo, then water and diethyl ether were added thereto, and the aqueous layer was separated. To the aqueous layer was added concentrated hydrochloric acid under ice-cooling to adjust the layer to pH...